This data is from the Open Reaction Database (ORD), a public repository of structured organic reaction records. The task is: describe an organic reaction: reactants, conditions, products, and yield Starting materials: COc1cc(C=O)cc(OC)c1OC, CC(=O)[O-], CC(=O)OC(C)=O, [Na+], O=C1CNC(=O)N1, O. Yields the product COc1cc(C=C2NC(=O)NC2=O)cc(OC)c1OC. RXN SMILES: [CH3:1][O:2][c:3]1[cH:4][c:5]([CH:6]=[O:7])[cH:8][c:9]([O:13][CH3:14])[c:10]1[O:11][CH3:12].[CH3:23][C:24](=[O:25])[O-:26].[CH3:28][C:29]([O:30][C:31](=[O:32])[CH3:33])=[O:34].[Na+:22].[O:15]=[C:16]1[CH2:17][NH:18][C:19](=[O:20])[NH:21]1.[OH2:27]>>[CH3:1][O:2][c:3]1[cH:4][c:5]([CH:6]=[C:17]2[C:16](=[O:15])[NH:21][C:19](=[O:20])[NH:18]2)[cH:8][c:9]([O:13][CH3:14])[c:10]1[O:11][CH3:12].